From a dataset of the Open Reaction Database (ORD), a public repository of structured organic reaction records. describe an organic reaction: reactants, conditions, products, and yield Reactants: ClC1=C(OC2(C(NC=CC2)=O)S(=O)(=O)C)C=C(C(=C1)F)N1C(N(C(=CC1=O)C(F)(F)F)C)=O (3-[2-chloro-4-fluoro-5-(3-methyl-2,6-dioxo-4-trifluoromethyl-1,2,3,6-tetrahydropyrimidin-1-yl)phenoxy]-3-(methylsulfonyl)-3,4-dihydro-1H-pyridin-2-one), p-toluenesulsonic acid. Run in C1(=CC=CC=C1)C (toluene). Reaction SMILES: [Cl:1][C:2]1[CH:19]=[C:18]([F:20])[C:17]([N:21]2[C:26](=[O:27])[CH:25]=[C:24]([C:28]([F:31])([F:30])[F:29])[N:23]([CH3:32])[C:22]2=[O:33])=[CH:16][C:3]=1[O:4][C:5]1(S(C)(=O)=O)[CH2:10][CH:9]=[CH:8][NH:7][C:6]1=[O:11]>C1(C)C=CC=CC=1>[Cl:1][C:2]1[CH:19]=[C:18]([F:20])[C:17]([N:21]2[C:26](=[O:27])[CH:25]=[C:24]([C:28]([F:31])([F:30])[F:29])[N:23]([CH3:32])[C:22]2=[O:33])=[CH:16][C:3]=1[O:4][C:5]1[C:6](=[O:11])[NH:7][CH:8]=[CH:9][CH:10]=1. Procedure details: A mixture of one equivalent of 3-[2-chloro-4-fluoro-5-(3-methyl-2,6-dioxo-4-trifluoromethyl-1,2,3,6-tetrahydropyrimidin-1-yl)phenoxy]-3-(methylsulfonyl)-3,4-dihydro-1H-pyridin-2-one, 0.1 equivalent of p-toluenesulsonic acid and toluene is refluxed under stirring. After the reaction, the reaction liquid is concentrated and the residue is subjected to silica gel column chromatography to give 3-[2-chloro-4-fluoro-5-(3-methyl-2,6-dioxo-4-trifluoromethyl-1,2,3,6-tetrahydropyrimidin-1-yl)phenoxy]-1H-p... Product: ClC1=C(OC=2C(NC=CC2)=O)C=C(C(=C1)F)N1C(N(C(=CC1=O)C(F)(F)F)C)=O (3-[2-chloro-4-fluoro-5-(3-methyl-2,6-dioxo-4-trifluoromethyl-1,2,3,6-tetrahydropyrimidin-1-yl)phenoxy]-1H-pyridin-2-one). The reactants are COC(C)(C)C (MTB), C(C1=CC=CC=C1)O[C@@H]1C(O)O[C@@H]([C@H]([C@@H]1OCC1=CC=CC=C1)OCC1=CC=CC=C1)COCC1=CC=CC=C1 (2,3,4,6-tetra-O-benzyl-mannopyranose), C(C)OC(CBr)=O (bromoacetic acid ethyl ester), fine-powder, [OH-].[Na+] (sodium hydroxide). Reagents/catalysts: S(=O)(=O)(O)[O-].C(CCC)[N+](CCCC)(CCCC)CCCC (tetrabutylammonium hydrogen sulfate). The solvent is C1(=CC=CC=C1)C (toluene). Reaction conditions: temperature 0 celsius. Product: C(C1=CC=CC=C1)O[C@@H]1C(OCC(=O)O)O[C@@H]([C@H]([C@@H]1OCC1=CC=CC=C1)OCC1=CC=CC=C1)COCC1=CC=CC=C1 (2,3,4,6-Tetra-O-benzyl-1-O-carboxymethyl-mannopyranose). Reaction SMILES: [CH2:1]([O:8][C@H:9]1[C@@H:15]([O:16][CH2:17][C:18]2[CH:23]=[CH:22][CH:21]=[CH:20][CH:19]=2)[C@H:14]([O:24][CH2:25][C:26]2[CH:31]=[CH:30][CH:29]=[CH:28][CH:27]=2)[C@@H:13]([CH2:32][O:33][CH2:34][C:35]2[CH:40]=[CH:39][CH:38]=[CH:37][CH:36]=2)[O:12][CH:10]1[OH:11])[C:2]1[CH:7]=[CH:6][CH:5]=[CH:4][CH:3]=1.[OH-].[Na+].C([O:45][C:46](=[O:49])[CH2:47]Br)C.COC(C)(C)C>S([O-])(O)(=O)=O.C([N+](CCCC)(CCCC)CCCC)CCC.C1(C)C=CC=CC=1>[CH2:1]([O:8][C@H:9]1[C@@H:15]([O:16][CH2:17][C:18]2[CH:23]=[CH:22][CH:21]=[CH:20][CH:19]=2)[C@H:14]([O:24][CH2:25][C:26]2[CH:27]=[CH:28][CH:29]=[CH:30][CH:31]=2)[C@@H:13]([CH2:32][O:33][CH2:34][C:35]2[CH:36]=[CH:37][CH:38]=[CH:39][CH:40]=2)[O:12][CH:10]1[O:11][CH2:47][C:46]([OH:49])=[O:45])[C:2]1[CH:3]=[CH:4][CH:5]=[CH:6][CH:7]=1 |f:1.2,5.6|. Procedure: A mixture that consists of 54.1 g (100 mmol) of 2,3,4,6-tetra-O-benzyl-mannopyranose, 1.7 g (5 mmol) of tetrabutylammonium hydrogen sulfate and 24 g (600 mmol) of fine-powder sodium hydroxide in 350 ml of toluene is cooled to 0° C. At 0° C., 29.3 g (150 mmol) of bromoacetic acid ethyl ester is added in drops over 10 minutes while being stirred vigorously. It is stirred for one hour at 0° C. 250 ml of MTB (methyl-tert-butyl ether) is added, solid is filtered out, and the filtrate is evaporated to... RXN SMILES: [CH3:18][O:19][c:20]1[cH:21][c:22]([C:23](=[O:24])[OH:25])[cH:26][c:27]([O:30][CH3:31])[c:28]1[CH3:29].[CH3:1][c:2]1[n:3][c:4](-[c:7]2[cH:8][c:9]([N+:15](=[O:16])[O-:17])[c:10]([CH2:11][NH2:12])[cH:13][cH:14]2)[n:5][o:6]1.[CH3:32][CH2:33][N:34]=[C:35]=[N:36][CH2:37][CH2:38][CH2:39][N:40]([CH3:41])[CH3:42].[CH3:61][CH2:62][O:63][C:64](=[O:65])[CH3:66].[Cl:53][CH2:54][Cl:55].[O:56]=[CH:57][N:58]([CH3:59])[CH3:60].[OH:43][n:44]1[c:45]2[n:46][cH:47][cH:48][cH:49][c:50]2[n:51][n:52]1>>[CH3:1][c:2]1[n:3][c:4](-[c:7]2[cH:8][c:9]([N+:15](=[O:16])[O-:17])[c:10]([CH2:11][NH:12][C:23]([c:22]3[cH:21][c:20]([O:19][CH3:18])[c:28]([CH3:29])[c:27]([O:30][CH3:31])[cH:26]3)=[O:24])[cH:13][cH:14]2)[n:5][o:6]1. The reactants are COc1cc(C(=O)O)cc(OC)c1C, Cc1nc(-c2ccc(CN)c([N+](=O)[O-])c2)no1, CCN=C=NCCCN(C)C, CCOC(C)=O, ClCCl, CN(C)C=O, On1nnc2cccnc21. Product: COc1cc(C(=O)NCc2ccc(-c3noc(C)n3)cc2[N+](=O)[O-])cc(OC)c1C. Reactants: C1CCOC1, [Li]CCCC, Clc1ccnc2ccsc12, C[Si](C)(C)CCOCn1cnc(I)c1, c1ccc(P(c2ccccc2)(c2ccccc2)[Pd](P(c2ccccc2)(c2ccccc2)c2ccccc2)(P(c2ccccc2)(c2ccccc2)c2ccccc2)P(c2ccccc2)(c2ccccc2)c2ccccc2)cc1. The product is C[Si](C)(C)CCOCn1cnc(-c2cc3nccc(Cl)c3s2)c1. RXN SMILES: [CH2:30]1[O:31][CH2:32][CH2:33][CH2:34]1.[CH3:11][CH2:12][CH2:13][CH2:14][Li:15].[Cl:1][c:2]1[c:3]2[c:4]([n:5][cH:6][cH:7]1)[cH:8][cH:9][s:10]2.[I:16][c:17]1[n:18][cH:19][n:20]([CH2:22][O:23][CH2:24][CH2:25][Si:26]([CH3:27])([CH3:28])[CH3:29])[cH:21]1.[cH:35]1[cH:36][cH:37][c:38]([P:39]([Pd:40]([P:41]([c:42]2[cH:43][cH:44][cH:45][cH:46][cH:47]2)([c:48]2[cH:49][cH:50][cH:51][cH:52][cH:53]2)[c:54]2[cH:55][cH:56][cH:57][cH:58][cH:59]2)([P:60]([c:61]2[cH:62][cH:63][cH:64][cH:65][cH:66]2)([c:67]2[cH:68][cH:69][cH:70][cH:71][cH:72]2)[c:73]2[cH:74][cH:75][cH:76][cH:77][cH:78]2)[P:79]([c:80]2[cH:81][cH:82][cH:83][cH:84][cH:85]2)([c:86]2[cH:87][cH:88][cH:89][cH:90][cH:91]2)[c:92]2[cH:93][cH:94][cH:95][cH:96][cH:97]2)([c:98]2[cH:99][cH:100][cH:101][cH:102][cH:103]2)[c:104]2[cH:105][cH:106][cH:107][cH:108][cH:109]2)[cH:110][cH:111]1>>[Cl:1][c:2]1[c:3]2[c:4]([n:5][cH:6][cH:7]1)[cH:8][c:9](-[c:17]1[n:18][cH:19][n:20]([CH2:22][O:23][CH2:24][CH2:25][Si:26]([CH3:27])([CH3:28])[CH3:29])[cH:21]1)[s:10]2.